describe an organic reaction: reactants, conditions, products, and yield From a dataset of the Open Reaction Database (ORD), a public repository of structured organic reaction records. Starting materials: [H-].[Na+] (sodium hydride), N1(CCC1)C(=O)C=1C=C(C(=NC1)OC=1C=C(C=C(C1)O[C@H](COC)C)C1=CC=C(N1)C(=O)NCCCl)Cl (5-(3-{[5-(Azetidin-1-ylcarbonyl)-3-chloropyridin-2-yl]oxy}-5-[(1S)-2-methoxy-1-methylethoxy]phenyl)-N-(2-chloroethyl)-1H-pyrrole-2-carboxamide), [Cl-].[NH4+] (ammonium chloride). Run in O1CCCC1 (tetrahydrofuran). Conditions: time 7.5 hour. Yields the product N1(CCC1)C(=O)C=1C=C(C(=NC1)OC1=CC(=CC(=C1)O[C@H](COC)C)C=1NC(=CC1)C=1OCCN1)Cl (5-(Azetidin-1-ylcarbonyl)-3-chloro-2-{3-[5-(4,5-dihydro-1,3-oxazol-2-yl)-1H-pyrrol-2-yl]-5-[(1S)-2-methoxy-1-methylethoxy]phenoxyl}pyridine). Yield: 61.2%. As a reaction SMILES: [N:1]1([C:5]([C:7]2[CH:8]=[C:9]([Cl:37])[C:10]([O:13][C:14]3[CH:15]=[C:16]([C:26]4[NH:30][C:29]([C:31]([NH:33][CH2:34][CH2:35]Cl)=[O:32])=[CH:28][CH:27]=4)[CH:17]=[C:18]([O:20][C@@H:21]([CH3:25])[CH2:22][O:23][CH3:24])[CH:19]=3)=[N:11][CH:12]=2)=[O:6])[CH2:4][CH2:3][CH2:2]1.[H-].[Na+].[Cl-].[NH4+]>O1CCCC1>[N:1]1([C:5]([C:7]2[CH:8]=[C:9]([Cl:37])[C:10]([O:13][C:14]3[CH:19]=[C:18]([O:20][C@@H:21]([CH3:25])[CH2:22][O:23][CH3:24])[CH:17]=[C:16]([C:26]4[NH:30][C:29]([C:31]5[O:32][CH2:35][CH2:34][N:33]=5)=[CH:28][CH:27]=4)[CH:15]=3)=[N:11][CH:12]=2)=[O:6])[CH2:2][CH2:3][CH2:4]1 |f:1.2,3.4|. Procedure details: 5-(3-{[5-(Azetidin-1-ylcarbonyl)-3-chloropyridin-2-yl]oxy}-5-[(1S)-2-methoxy-1-methylethoxy]phenyl)-N-(2-chloroethyl)-1H-pyrrole-2-carboxamide (210 mg, 0.384 mmol) synthesized in Example (73a) was dissolved in tetrahydrofuran (10.0 mL), and sodium hydride (60%, 80 mg, 2.00 mmol) was added, followed by stirring at room temperature for 7.5 hours under nitrogen atmosphere. To the reaction solution, a saturated aqueous ammonium chloride solution (30 mL) was added, and extraction was carried out with... Starting materials: COC1=CC=C(C=C1)[C@@H]1N2C(CC=C[C@@H]2CCC1)=O ((6R*,9aS*)-6-(4-methoxyphenyl)-3,6,7,8,9,9a-hexahydroquinolizin-4-one), [H][H] (hydrogen). Reagents/catalysts: [Pt]=O (Platinum oxide). The solvent is CO (methanol). Yields the product COC1=CC=C(C=C1)[C@@H]1N2C(CCC[C@@H]2CCC1)=O ((6R*,9aS*)-6-(4-methoxyphenyl)octahydroquinolizin-4-one). Yield: 81.5%. As a reaction SMILES: [CH3:1][O:2][C:3]1[CH:8]=[CH:7][C:6]([C@H:9]2[CH2:18][CH2:17][CH2:16][C@@H:15]3[N:10]2[C:11](=[O:19])[CH2:12][CH:13]=[CH:14]3)=[CH:5][CH:4]=1.[H][H]>CO.[Pt]=O>[CH3:1][O:2][C:3]1[CH:4]=[CH:5][C:6]([C@H:9]2[CH2:18][CH2:17][CH2:16][C@@H:15]3[N:10]2[C:11](=[O:19])[CH2:12][CH2:13][CH2:14]3)=[CH:7][CH:8]=1. Procedure: Platinum oxide (2 mg) was added to a solution of (6R*,9aS*)-6-(4-methoxyphenyl)-3,6,7,8,9,9a-hexahydroquinolizin-4-one (28 mg) in methanol (5 mL), and the reaction solution was stirred in a hydrogen stream at room temperature for 13 hours. The reaction solution was filtered through celite, and the filtrate was concentrated under reduced pressure to obtain 23 mg of the title compound. The property values of the compound are as follows. As a reaction SMILES: [CH2:1]([CH2:2][CH2:3][CH3:4])[O:5][c:6]1[n:7][c:8]([NH2:23])[c:9]2[n:10][c:11]([O:21][CH3:22])[n:12]([CH2:15][CH:16]3[CH2:17][O:18][CH2:19][CH2:20]3)[c:13]2[n:14]1.[CH2:30]1[O:31][CH2:32][CH2:33][O:34][CH2:35]1.[CH3:28][OH:29].[ClH:24].[Na+:27].[OH-:26].[OH2:25]>>[CH2:1]([CH2:2][CH2:3][CH3:4])[O:5][c:6]1[n:7][c:8]([NH2:23])[c:9]2[nH:10][c:11](=[O:21])[n:12]([CH2:15][CH:16]3[CH2:17][O:18][CH2:19][CH2:20]3)[c:13]2[n:14]1. Yields the product CCCCOc1nc(N)c2[nH]c(=O)n(CC3CCOC3)c2n1. The reactants are CCCCOc1nc(N)c2nc(OC)n(CC3CCOC3)c2n1, C1COCCO1, CO, Cl, [Na+], [OH-], O.